This data is from the Open Reaction Database (ORD), a public repository of structured organic reaction records. The task is: describe an organic reaction: reactants, conditions, products, and yield Reactants: C(C1=CC=CC=C1)OC1=CC(=NC(=C1)NC1=CC=NN1C(C)(C)C)CC1(CCN(CC1)C(=O)OC(C)(C)C)C(=O)OCC (1-tert-butyl 4-ethyl 4-((4-(benzyloxy)-6-((1-tert-butyl-1H-pyrazol-5-yl)amino)pyridin-2-yl)methyl)piperidine-1,4-dicarboxylate). The reagents and catalysts are [OH-].[OH-].[Pd+2] (palladium hydroxide on carbon). Run in O1CCCC1 (tetrahydrofuran), CO (methanol). Run at time 2 hour. Yields the product C(C)(C)(C)N1N=CC=C1NC1=CC(=CC(=N1)CC1(CCN(CC1)C(=O)OC(C)(C)C)C(=O)OCC)O (1-tert-butyl 4-ethyl 4-((6-((1-tert-butyl-1H-pyrazol-5-yl)amino)-4-hydroxypyridin-2-yl)methyl)piperidine-1,4-dicarboxylate). Reaction SMILES: C([O:8][C:9]1[CH:14]=[C:13]([NH:15][C:16]2[N:20]([C:21]([CH3:24])([CH3:23])[CH3:22])[N:19]=[CH:18][CH:17]=2)[N:12]=[C:11]([CH2:25][C:26]2([C:39]([O:41][CH2:42][CH3:43])=[O:40])[CH2:31][CH2:30][N:29]([C:32]([O:34][C:35]([CH3:38])([CH3:37])[CH3:36])=[O:33])[CH2:28][CH2:27]2)[CH:10]=1)C1C=CC=CC=1>O1CCCC1.CO.[OH-].[OH-].[Pd+2]>[C:21]([N:20]1[C:16]([NH:15][C:13]2[N:12]=[C:11]([CH2:25][C:26]3([C:39]([O:41][CH2:42][CH3:43])=[O:40])[CH2:31][CH2:30][N:29]([C:32]([O:34][C:35]([CH3:36])([CH3:38])[CH3:37])=[O:33])[CH2:28][CH2:27]3)[CH:10]=[C:9]([OH:8])[CH:14]=2)=[CH:17][CH:18]=[N:19]1)([CH3:22])([CH3:23])[CH3:24] |f:3.4.5|. Procedure details: To a solution of 1 g of 1-tert-butyl 4-ethyl 4-((4-(benzyloxy)-6-((1-tert-butyl-1H-pyrazol-5-yl)amino)pyridin-2-yl)methyl)piperidine-1,4-dicarboxylate in 10 ml of tetrahydrofuran and 10 ml of methanol was added 300 mg of 20% palladium hydroxide on carbon, followed by stirring the reaction mixture at room temperature for 2 hours under hydrogen atmosphere. Palladium catalyst was filtered off using Celite, washed with methanol, and the filtrate was concentrated in vacuo to give the title compound a...